This data is from the Open Reaction Database (ORD), a public repository of structured organic reaction records. The task is: describe an organic reaction: reactants, conditions, products, and yield Reactants: CC(C)(C)NC(=O)c1cc([O-])cc(C(=O)NC(C)(C)C)c1, O=[N+]([O-])c1ccc(F)c(F)c1F, [Na+]. The product is CC(C)(C)NC(=O)c1cc(Oc2c([N+](=O)[O-])ccc(F)c2F)cc(C(=O)NC(C)(C)C)c1. As a reaction SMILES: [C:1]([CH3:2])([CH3:3])([CH3:4])[NH:5][C:6](=[O:7])[c:8]1[cH:9][c:10]([O-:21])[cH:11][c:12]([C:14]([NH:15][C:16]([CH3:17])([CH3:18])[CH3:19])=[O:20])[cH:13]1.[F:23][c:24]1[c:25]([N+:32](=[O:33])[O-:34])[cH:26][cH:27][c:28]([F:31])[c:29]1[F:30].[Na+:22]>>[C:1]([CH3:2])([CH3:3])([CH3:4])[NH:5][C:6](=[O:7])[c:8]1[cH:9][c:10]([O:21][c:24]2[c:25]([N+:32](=[O:33])[O-:34])[cH:26][cH:27][c:28]([F:31])[c:29]2[F:30])[cH:11][c:12]([C:14]([NH:15][C:16]([CH3:17])([CH3:18])[CH3:19])=[O:20])[cH:13]1. Starting materials: CCO, O=C(c1ccc(F)c([N+](=O)[O-])c1)N(CC(F)(F)F)CC(F)(F)F, CC(C)(C)OC(=O)N1CCCCC1CN. The product is CC(C)(C)OC(=O)N1CCCCC1CNc1ccc(C(=O)N(CC(F)(F)F)CC(F)(F)F)cc1[N+](=O)[O-]. RXN SMILES: [CH3:39][CH2:40][OH:41].[F:1][c:2]1[c:3]([N+:21](=[O:22])[O-:23])[cH:4][c:5]([C:6](=[O:7])[N:8]([CH2:9][C:10]([F:11])([F:12])[F:13])[CH2:14][C:15]([F:16])([F:17])[F:18])[cH:19][cH:20]1.[NH2:24][CH2:25][CH:26]1[N:27]([C:32](=[O:33])[O:34][C:35]([CH3:36])([CH3:37])[CH3:38])[CH2:28][CH2:29][CH2:30][CH2:31]1>>[c:2]1([NH:24][CH2:25][CH:26]2[N:27]([C:32](=[O:33])[O:34][C:35]([CH3:36])([CH3:37])[CH3:38])[CH2:28][CH2:29][CH2:30][CH2:31]2)[c:3]([N+:21](=[O:22])[O-:23])[cH:4][c:5]([C:6](=[O:7])[N:8]([CH2:9][C:10]([F:11])([F:12])[F:13])[CH2:14][C:15]([F:16])([F:17])[F:18])[cH:19][cH:20]1. Conditions: time 8 hour. The reactants are ClC=1C=C(C=CC1SC)C(CC1=CC=CC=C1)=O (1-{3-chloro-4-(methylthio)phenyl}-2-phenyl-ethanone), oil, [H-].[Na+] (sodium hydride), BrC(C(=O)C#N)(C)C (α-bromoisobutyryl cyanide). RXN SMILES: [Cl:1][C:2]1[CH:3]=[C:4]([C:10](=[O:18])[CH2:11][C:12]2[CH:17]=[CH:16][CH:15]=[CH:14][CH:13]=2)[CH:5]=[CH:6][C:7]=1[S:8][CH3:9].[H-].[Na+].Br[C:22]([CH3:28])([CH3:27])[C:23](C#N)=[O:24]>C1COCC1>[Cl:1][C:2]1[CH:3]=[C:4]([C:10]2[O:18][C:22]([CH3:28])([CH3:27])[C:23](=[O:24])[C:11]=2[C:12]2[CH:17]=[CH:16][CH:15]=[CH:14][CH:13]=2)[CH:5]=[CH:6][C:7]=1[S:8][CH3:9] |f:1.2|. Procedure: 3.6 g of 1-{3-chloro-4-(methylthio)phenyl}-2-phenyl-ethanone in 100 ml dry THF was stirred at 0° C. for 20 minutes in the presence of 60% oil dispersion of sodium hydride (1.5 g), which was followed by dropwise addition of α-bromoisobutyryl cyanide (3.0 ml) diluted in 50 ml THF. The reaction solution was allowed to warm slowly to room temperature and was stirred overnight. Then the solvent was removed in vacuo, which was followed by extraction with 30 ml water and diethylether (50 ml×3). The org... Solvent: C1CCOC1 (THF), C1CCOC1 (THF). Product: ClC=1C=C(C=CC1SC)C1=C(C(C(O1)(C)C)=O)C1=CC=CC=C1 (5-{3-chloro-4-(methylthio)phenyl}-2,2-dimethyl-4-phenyl-3(2H)-furanone). The reactants are COC=1C=C(C=CC1)CCN1C(C=2C(C1=O)=CC=CC2)=O (N-(2-(3-methoxyphenyl)ethyl)phthalimide), [Mg] (magnesium), [Mg] (magnesium), FC(C1=CC=C(C=C1)Br)(F)F (4-trifluoromethylbromobenzene), BrBr (bromine), C([O-])(O)=O.[Na+] (sodium bicarbonate). The solvent is C(C)OCC (diethyl ether). Reaction conditions: temperature 0 celsius, time 2 hour. Yields the product OC1(N(C(C2=CC=CC=C12)=O)CCC1=CC(=CC=C1)OC)C1=CC=C(C=C1)C(F)(F)F (3-Hydroxy-2-(2-(3-methoxyphenyl)ethyl)-3-(4-trifluoromethylphenyl)-2,3-dihydroisoindol-1-one). As a reaction SMILES: [Mg].[F:2][C:3]([F:12])([F:11])[C:4]1[CH:9]=[CH:8][C:7](Br)=[CH:6][CH:5]=1.BrBr.[CH3:15][O:16][C:17]1[CH:18]=[C:19]([CH2:23][CH2:24][N:25]2[C:29](=[O:30])[C:28]3=[CH:31][CH:32]=[CH:33][CH:34]=[C:27]3[C:26]2=[O:35])[CH:20]=[CH:21][CH:22]=1.C(=O)(O)[O-].[Na+]>C(OCC)C>[OH:30][C:29]1([C:7]2[CH:8]=[CH:9][C:4]([C:3]([F:12])([F:11])[F:2])=[CH:5][CH:6]=2)[C:28]2[C:27](=[CH:34][CH:33]=[CH:32][CH:31]=2)[C:26](=[O:35])[N:25]1[CH2:24][CH2:23][C:19]1[CH:20]=[CH:21][CH:22]=[C:17]([O:16][CH3:15])[CH:18]=1 |f:4.5|. Reported procedure: At room temperature, 172 mg (7.08 mmol) of magnesium turnings in 10 ml of absolute diethyl ether were admixed with 1.6 g (7.11 mmol) of 4-trifluoromethylbromobenzene. The reaction was started by addition of a drop of bromine. After about 2 h, the magnesium had completely dissolved. The mixture was cooled to 0° C. and 0.5 g (1.78 mmol) of N-(2-(3-methoxyphenyl)ethyl)phthalimide was added. The reaction mixture was allowed to warm to room temperature and, after 2 h, admixed with 5 ml of saturated s... The reactants are [H-].[Na+] (NaH), IC (iodomethane), IC (iodomethane), COC1=C(C(=O)N2CCC(CC2)N2C(NCC3=CC=CC=C23)=O)C=CC(=C1)OC (1-(2,4-dimethoxybenzoylpiperidin-4-yl)-3,4-dihydroquinazolin-2(1H)-one), suspension. Solvent: CN(C)C=O (DMF). Conditions: time 18 hour. Product: COC1=C(C(=O)N2CCC(CC2)N2C(N(CC3=CC=CC=C23)C)=O)C=CC(=C1)OC (1-(2,4-Dimethoxybenzoylpiperidin-4-yl)-3,4-dihydro -3 -methylquinazolin-2(1H)-one), oil. Isolated yield 45.0%. RXN SMILES: [CH3:1][O:2][C:3]1[CH:27]=[C:26]([O:28][CH3:29])[CH:25]=[CH:24][C:4]=1[C:5]([N:7]1[CH2:12][CH2:11][CH:10]([N:13]2[C:22]3[C:17](=[CH:18][CH:19]=[CH:20][CH:21]=3)[CH2:16][NH:15][C:14]2=[O:23])[CH2:9][CH2:8]1)=[O:6].I[CH3:31].[H-].[Na+]>CN(C=O)C>[CH3:1][O:2][C:3]1[CH:27]=[C:26]([O:28][CH3:29])[CH:25]=[CH:24][C:4]=1[C:5]([N:7]1[CH2:8][CH2:9][CH:10]([N:13]2[C:22]3[C:17](=[CH:18][CH:19]=[CH:20][CH:21]=3)[CH2:16][N:15]([CH3:31])[C:14]2=[O:23])[CH2:11][CH2:12]1)=[O:6] |f:2.3|. Procedure: To a solution of 1-(2,4-dimethoxybenzoylpiperidin-4-yl)-3,4-dihydroquinazolin-2(1H)-one (100 mg, 2.53 mmol) from Example 35 in DMF (50 mL) was added Nail (16 mg of a 60% suspension in mineral oil, 0.40 mmol) followed by iodomethane (0.031 mL, 0.50 mmol). The reaction was stirred for 18 h at ambient temperature. More NaH (10 mg, 0.25 mmol) and iodomethane (0.031 mL, 0.50 mmol) were added and the reaction was stirred at ambient temperature for 24 h. The reaction was quenched by the addition of HOA...